From a dataset of the Open Reaction Database (ORD), a public repository of structured organic reaction records. describe an organic reaction: reactants, conditions, products, and yield Starting materials: C(C)(C)(C)[Si](OCC(COS(=O)(=O)C)(C)C)(C)C (methanesulfonic acid 3-(tert-butyl-dimethyl-silanyloxy)-2,2-dimethyl-propyl ester), [C-]#N.[K+] (KCN), O (water). Run in CS(=O)C (dimethyl sulfoxide). Reaction conditions: temperature 120 celsius. Yields the product C(C)(C)(C)[Si](OCC(CC#N)(C)C)(C)C (4-(tert-butyl-dimethyl-silanyloxy)-3,3-dimethyl-butyronitrile). The yield is 57.6%. As a reaction SMILES: [C:1]([Si:5]([CH3:18])([CH3:17])[O:6][CH2:7][C:8]([CH3:16])([CH3:15])[CH2:9]OS(C)(=O)=O)([CH3:4])([CH3:3])[CH3:2].[C-:19]#[N:20].[K+].O>CS(C)=O>[C:1]([Si:5]([CH3:18])([CH3:17])[O:6][CH2:7][C:8]([CH3:16])([CH3:15])[CH2:9][C:19]#[N:20])([CH3:4])([CH3:3])[CH3:2] |f:1.2|. Reported procedure: To the solution of methanesulfonic acid 3-(tert-butyl-dimethyl-silanyloxy)-2,2-dimethyl-propyl ester (5 g, 16.8 mmol) in anhydrous dimethyl sulfoxide (50 mL) was added KCN (2.85 g, 44 mmol). The reaction mixture was heated at 120° C. for 16 h. The mixture was cooled, and water was added. The mixture was extracted with ethyl acetate twice. The combined organic layers were washed with saturated aqueous NaHCO3 solution, brine, dried over MgSO4, and concentrated. The residue was purified by chromato... The reactants are C1(=CC=CC=C1)N1N=C(C=C1C=1SC=CC1)CCC=O (3-(1-phenyl-5-(thiophene-2-yl)-1H-pyrazol-3-yl)-propanal), [BH-](OC(=O)C)(OC(=O)C)OC(=O)C.[Na+] (NaBH(OAc)3), CC1=C(C=CC=C1C)N1CCNCC1 (1-(2,3-dimethylphenyl)piperazine), CCN(C(C)C)C(C)C (DIPEA). Product: CC1=C(C=CC=C1C)N1CCN(CC1)CCCC1=NN(C(=C1)C=1SC=CC1)C1=CC=CC=C1 (1-(2,3-dimethylphenyl)-4-(3-(1-phenyl-5-(thiophene-2-yl)-1H-pyrazol-3-yl)propyl)piperazine). RXN SMILES: [C:1]1([N:7]2[C:11]([C:12]3[S:13][CH:14]=[CH:15][CH:16]=3)=[CH:10][C:9]([CH2:17][CH2:18][CH:19]=O)=[N:8]2)[CH:6]=[CH:5][CH:4]=[CH:3][CH:2]=1.[CH3:21][C:22]1[C:27]([CH3:28])=[CH:26][CH:25]=[CH:24][C:23]=1[N:29]1[CH2:34][CH2:33][NH:32][CH2:31][CH2:30]1.CCN(C(C)C)C(C)C.[BH-](OC(C)=O)(OC(C)=O)OC(C)=O.[Na+]>>[CH3:21][C:22]1[C:27]([CH3:28])=[CH:26][CH:25]=[CH:24][C:23]=1[N:29]1[CH2:30][CH2:31][N:32]([CH2:19][CH2:18][CH2:17][C:9]2[CH:10]=[C:11]([C:12]3[S:13][CH:14]=[CH:15][CH:16]=3)[N:7]([C:1]3[CH:6]=[CH:5][CH:4]=[CH:3][CH:2]=3)[N:8]=2)[CH2:33][CH2:34]1 |f:3.4|. Procedure details: 50 mg (71%) of target compound was obtained by using a method same as in Example 1 by using 3-(1-phenyl-5-(thiophene-2-yl)-1H-pyrazol-3-yl)-propanal (40 mg, 0.142 mmol), 1-(2,3-dimethylphenyl)piperazine (27 mg, 0.142 mmol), DIPEA (0.040 mL, 0.213 mmol) and NaBH(OAc)3 (90 mg, 0.573 mmol). The reactants are NC1=CC=C(C2=C1CCN(CC2)C)Cl (9-amino-6-chloro-3-methyl-2,3,4,5-tetrahydro-1H-3-benzazepine), [OH-].[Na+] (sodium hydroxide), C(C)(=O)OC(C)=O (acetic anhydride), ice water. Run at temperature 25 celsius, time 16 hour. Yields the product C(C)(=O)NC1=CC=C(C2=C1CCN(CC2)C)Cl (9-acetamido-6-chloro-3-methyl-2,3,4,5-tetrahydro-1H-3-benzazepine). Reaction SMILES: [NH2:1][C:2]1[C:7]2[CH2:8][CH2:9][N:10]([CH3:13])[CH2:11][CH2:12][C:6]=2[C:5]([Cl:14])=[CH:4][CH:3]=1.[C:15](OC(=O)C)(=[O:17])[CH3:16].[OH-].[Na+]>>[C:15]([NH:1][C:2]1[C:7]2[CH2:8][CH2:9][N:10]([CH3:13])[CH2:11][CH2:12][C:6]=2[C:5]([Cl:14])=[CH:4][CH:3]=1)(=[O:17])[CH3:16] |f:2.3|. Reported procedure: A mixture of 10.5 g. (0.05 mole) of 9-amino-6-chloro-3-methyl-2,3,4,5-tetrahydro-1H-3-benzazepine and 50 ml. of acetic anhydride is stirred and heated at 60°-65° C. for 4 hours. The resulting solution is poured into ice/water and stirred at 25° C. for 16 hours, then it is made alkaline by addition of sodium hydroxide at 5°-10° C. The precipitate is immediately filtered to give 9-acetamido-6-chloro-3-methyl-2,3,4,5-tetrahydro-1H-3-benzazepine. Starting materials: [N+](=O)([O-])C=1C=CC(=NC1)C1=CC=NC=C1 (5-nitro-2,4′-bipyridine), monohydrate, NN (hydrazine). Reagents/catalysts: [Pd] (Pd—C). Solvent: C(C)O (ethanol). Yields the product NC=1C=CC(=NC1)C1=CC=NC=C1 (5-amino-2,4′-bipyridine). Isolated yield 95.0%. As a reaction SMILES: [N+:1]([C:4]1[CH:5]=[CH:6][C:7]([C:10]2[CH:15]=[CH:14][N:13]=[CH:12][CH:11]=2)=[N:8][CH:9]=1)([O-])=O.NN>[Pd].C(O)C>[NH2:1][C:4]1[CH:5]=[CH:6][C:7]([C:10]2[CH:15]=[CH:14][N:13]=[CH:12][CH:11]=2)=[N:8][CH:9]=1. Procedure details: 5-Nitro-2,4′-bipyridine (10 g) obtained in Example 1 was added to ethanol (400 ml). 10% Pd—C (50% wet with water) (0.14 g) was added, and then, hydrazine.monohydrate (10 g) was dropwise added, for reflux under heating for 3 hours. The reaction solution was filtered and concentrated. The resulting crystal was recrystallized in ethyl acetate, to obtain the object substance (8.13 g; yield of 95%). Reactants: S(N)(=O)(=O)C1=CC2=[N+](C=CC=C2S1)[O-] (2-sulfamoylthieno[3,2-b]pyridine-4-oxide), COC(N(C)C)OC (dimethylformamide dimethyl acetal). Solvent: C(C)#N (acetonitrile). Reaction conditions: time 18 hour. Product: CN(C=NS(=O)(=O)C1=CC2=[N+](C=CC=C2S1)[O-])C (N,N-Dimethyl-N'-(4-oxido-thieno-[3,2-b]pyridine-2-sulfonyl)formamidine). The yield is 93.8%. As a reaction SMILES: [S:1]([C:5]1[S:13][C:12]2[C:7](=[N+:8]([O-:14])[CH:9]=[CH:10][CH:11]=2)[CH:6]=1)(=[O:4])(=[O:3])[NH2:2].CO[CH:17](OC)[N:18]([CH3:20])[CH3:19]>C(#N)C>[CH3:17][N:18]([CH3:20])[CH:19]=[N:2][S:1]([C:5]1[S:13][C:12]2[C:7](=[N+:8]([O-:14])[CH:9]=[CH:10][CH:11]=2)[CH:6]=1)(=[O:3])=[O:4]. Procedure: To a partial suspension of 2-sulfamoylthieno[3,2-b]pyridine-4-oxide (1.64 g, 7.1 mmol) in acetonitrile (45 ml), under a nitrogen atmosphere at room temperature was added dimethylformamide dimethyl acetal (1.5 ml, 11 mmol). The product began to precipitate after initial complete solution. After stirring for 18 hours, the reaction mixture was diluted with chloroform to dissolve the product. The solution was washed with water, dried over anhydrous sodium sulfate, filtered through charcoal and evapo... The reactants are C1COCCO1, CCN(C(C)C)C(C)C, CC(C)Oc1ccc(C(=O)Oc2c(F)c(F)c(F)c(F)c2F)cc1Cl, Cl, CC(O)c1cccn2cc(-c3ccc(CC(CN4C(=O)c5ccccc5C4=O)NC(=O)OC(C)(C)C)cc3)nc12, O. Product: CC(C)Oc1ccc(C(=O)NC(Cc2ccc(-c3cn4cccc(C(C)O)c4n3)cc2)CN2C(=O)c3ccccc3C2=O)cc1Cl. As a reaction SMILES: [CH2:42]1[O:43][CH2:44][CH2:45][O:46][CH2:47]1.[CH:48]([N:49]([CH2:50][CH3:51])[CH:52]([CH3:53])[CH3:54])([CH3:55])[CH3:56].[Cl:57][c:58]1[cH:59][c:60]([C:61]([O:62][c:63]2[c:64]([F:65])[c:66]([F:67])[c:68]([F:69])[c:70]([F:71])[c:72]2[F:73])=[O:74])[cH:75][cH:76][c:77]1[O:78][CH:79]([CH3:80])[CH3:81].[ClH:41].[O:1]=[C:2]1[N:3]([CH2:12][CH:13]([CH2:14][c:15]2[cH:16][cH:17][c:18](-[c:21]3[n:22][c:23]4[n:24]([cH:25][cH:26][cH:27][c:28]4[CH:29]([CH3:30])[OH:31])[cH:32]3)[cH:19][cH:20]2)[NH:33][C:34]([O:35][C:36]([CH3:37])([CH3:38])[CH3:39])=[O:40])[C:4](=[O:11])[c:5]2[cH:6][cH:7][cH:8][cH:9][c:10]21.[OH2:82]>>[O:1]=[C:2]1[N:3]([CH2:12][CH:13]([CH2:14][c:15]2[cH:16][cH:17][c:18](-[c:21]3[n:22][c:23]4[n:24]([cH:25][cH:26][cH:27][c:28]4[CH:29]([CH3:30])[OH:31])[cH:32]3)[cH:19][cH:20]2)[NH:33][C:34](=[O:40])[c:60]2[cH:59][c:58]([Cl:57])[c:77]([O:78][CH:79]([CH3:80])[CH3:81])[cH:76][cH:75]2)[C:4](=[O:11])[c:5]2[cH:6][cH:7][cH:8][cH:9][c:10]21. Reactants: N1=C(C=NC=C1)C1=CC=C(C=C1)CN(C[C@@H]([C@H](CC1=CC=CC=C1)NC(C(F)(F)F)=O)O)NC(=O)OC(C)(C)C (1-[4-(pyrazin-2-yl)-phenyl]-4(S)-hydroxy-2-(tert-butoxycarbonyl)amino-5(S)-(trifluoroacetyl)amino-6-phenyl-2-azahexane), C(=O)([O-])[O-].[K+].[K+] (K2CO3). Run in O (water), CO (methanol). Conditions: temperature 75 celsius, time 3 hour. Product: N1=C(C=NC=C1)C1=CC=C(C=C1)CN(C[C@@H]([C@H](CC1=CC=CC=C1)N)O)NC(=O)OC(C)(C)C (1-[4-(Pyrazin-2-yl)-phenyl]-4(S)-hydroxy-2-(tert-butoxycarbonyl)amino-5(S)-amino-6-phenyl-2-azahexane). As a reaction SMILES: [N:1]1[CH:6]=[CH:5][N:4]=[CH:3][C:2]=1[C:7]1[CH:12]=[CH:11][C:10]([CH2:13][N:14]([NH:33][C:34]([O:36][C:37]([CH3:40])([CH3:39])[CH3:38])=[O:35])[CH2:15][C@H:16]([OH:32])[C@@H:17]([NH:25]C(=O)C(F)(F)F)[CH2:18][C:19]2[CH:24]=[CH:23][CH:22]=[CH:21][CH:20]=2)=[CH:9][CH:8]=1.C([O-])([O-])=O.[K+].[K+]>CO.O>[N:1]1[CH:6]=[CH:5][N:4]=[CH:3][C:2]=1[C:7]1[CH:12]=[CH:11][C:10]([CH2:13][N:14]([NH:33][C:34]([O:36][C:37]([CH3:40])([CH3:39])[CH3:38])=[O:35])[CH2:15][C@H:16]([OH:32])[C@@H:17]([NH2:25])[CH2:18][C:19]2[CH:24]=[CH:23][CH:22]=[CH:21][CH:20]=2)=[CH:9][CH:8]=1 |f:1.2.3|. Procedure details: 11.75 g (21 mmol) of 1-[4-(pyrazin-2-yl)-phenyl]-4(S)-hydroxy-2-(tert-butoxycarbonyl)amino-5(S)-(trifluoroacetyl)amino-6-phenyl-2-azahexane are suspended in 500 ml of methanol and, at 60° C., 105 ml of a 1M K2CO3 solution in water are added. The mixture is stirred at 75° C. for about 3 hours; the methanol is evaporated off and the residue is extracted with ethyl acetate. The organic phase is washed once each with water and brine and concentrated. The title compound is obtained in the form of ora...